The task is: describe an organic reaction: reactants, conditions, products, and yield. This data is from the Open Reaction Database (ORD), a public repository of structured organic reaction records. Starting materials: C1(=O)OCC2=CC=CC=C12 (Phthalide), 1, [H][H] (hydrogen). Solvent: O1CCCC1 (tetrahydrofuran). Yields the product C=1(C(=CC=CC1)CO)CO (1,2-benzenedimethanol). Reaction SMILES: [C:1]1([C:10]2[C:5](=[CH:6][CH:7]=[CH:8][CH:9]=2)[CH2:4][O:3]1)=[O:2].[H][H]>O1CCCC1>[C:5]1([CH2:4][OH:3])[C:10]([CH2:1][OH:2])=[CH:9][CH:8]=[CH:7][CH:6]=1. Procedure details: Phthalide (5 mmol), a ruthenium complex 1 (0.025 mmol), and tetrahydrofuran (2 mL) were charged into a 100-mL autoclave equipped with a stirrer. Then, the mixture was subjected to hydrogenation at a hydrogen pressure of 5 MPa at 100° C. for 16 hours. The reaction liquid was analyzed by gas chromatography. As a result, 1,2-benzenedimethanol was obtained at a conversion rate of 66% and a selectivity of 99% or more. The reactants are Cl.N[C@H](C(C)(C)S)C(=O)O (D-penicillamine hydrochloride). Solvent: C(C)O (ethanol). The product is N[C@H](C(C)(C)S)C(=O)O (D-penicillamine). As a reaction SMILES: Cl.[NH2:2][C@@H:3]([C:8]([OH:10])=[O:9])[C:4]([SH:7])([CH3:6])[CH3:5]>C(O)C>[NH2:2][C@@H:3]([C:8]([OH:10])=[O:9])[C:4]([SH:7])([CH3:6])[CH3:5] |f:0.1|. Procedure details: 2.50 g (0.02 mole) of o-amino-thiophenol and 8.84 g (0.02 mole) of benzylpenicilloic acid α-benzylamide were added to a solution of 0.73 g (0.02 mole) of concentrated hydrochloric acid in 50 ml of water. The mixture was heated under reflux, with stirring, for 2 hours in a nitrogen atmosphere. After the completion of the reaction, the resulting mixture was allowed to stand at room temperature for an hour. The crystals which formed were separated by filtration, washed with a small amount of water ... The reactants are [Cl-].[Na+] (sodium chloride), Cl.Cl.ONC(=NCCSCC1=C(N=CN1)C)NC (N-Hydroxy-N'-methyl-N"-[2-((4-methyl-5-imidazolyl)methylthio)ethyl]guanidine dihydrochloride), Cl.CON (methoxyamine hydrochloride), C(O)([O-])=O.[K+] (potassium hydrogen carbonate). Solvent: O (water). Product: Cl.Cl.CONC(=NCCSCC1=C(N=CN1)C)NC (N-Methoxy-N'-methyl-N"-[2-((4-methyl-5-imidazolyl)methylthio)ethyl]guanidine dihydrochloride). Isolated yield 72.5%. RXN SMILES: [ClH:1].Cl.[OH:3][NH:4][C:5]([NH:17][CH3:18])=[N:6][CH2:7][CH2:8][S:9][CH2:10][C:11]1[NH:15][CH:14]=[N:13][C:12]=1[CH3:16].Cl.[CH3:20]ON.C(=O)([O-])O.[K+].[Cl-].[Na+]>O>[ClH:1].[ClH:1].[CH3:20][O:3][NH:4][C:5]([NH:17][CH3:18])=[N:6][CH2:7][CH2:8][S:9][CH2:10][C:11]1[NH:15][CH:14]=[N:13][C:12]=1[CH3:16] |f:0.1.2,3.4,5.6,7.8,10.11.12|. Procedure: A mixture of the isothiourea dihydrochloride from Example I (i) (6.6 g), methoxyamine hydrochloride (5.0 g), potassium hydrogen carbonate (8.0 g) and water (60 ml) was refluxed for 24 hours. Following cooling, an excess of sodium chloride was added and the solution extracted with chloroform (5×100 ml). The chloroform extracts were concentrated to give the free base which was purified on a column of silica gel by elution with chloroform-methanolic ammonia. After treatment with an excess of ethano... Product: C(C)NC(=O)C1=NC=CC(=C1)OC1=CC=C(N)C=C1 (4-(2-(N-ethylcarbamoyl)-4-pyridyloxy)aniline). Procedure details: Entry 19: 4-Chloropyridine-2-carbonyl chloride was reacted with ethylamine according to Method A2, Step 3b. The resulting 4-chloro-N-ethyl-2-pyridinecarboxamide was reacted with 4-aminophenol according to Method A2, Step 4 to give 4-(2-(N-ethylcarbamoyl)-4-pyridyloxy)aniline. 5-(Trifluoromethyl)-2-methoxyaniline was converted into 5-(trifluoromethyl)-2-methoxyphenyl isocyanate according to Method B1. 5-(Trifluoromethyl)-2-methoxyphenyl isocyanate was reacted with 4-(2-(N-ethylcarbamoyl)-4-pyridy... Reactants: ClC1=CC(=NC=C1)C(=O)Cl (4-Chloropyridine-2-carbonyl chloride), C(C)N (ethylamine), ClC1=CC(=NC=C1)C(=O)NCC (4-chloro-N-ethyl-2-pyridinecarboxamide), NC1=CC=C(C=C1)O (4-aminophenol). As a reaction SMILES: ClC1C=CN=C(C(Cl)=O)C=1.C(N)C.Cl[C:15]1[CH:20]=[CH:19][N:18]=[C:17]([C:21]([NH:23][CH2:24][CH3:25])=[O:22])[CH:16]=1.[NH2:26][C:27]1[CH:32]=[CH:31][C:30]([OH:33])=[CH:29][CH:28]=1>>[CH2:24]([NH:23][C:21]([C:17]1[CH:16]=[C:15]([O:33][C:30]2[CH:31]=[CH:32][C:27]([NH2:26])=[CH:28][CH:29]=2)[CH:20]=[CH:19][N:18]=1)=[O:22])[CH3:25]. Starting materials: O=C([O-])[O-], CN(C)C=O, COc1cccc(S(=O)(=O)NC(C)c2ccccc2-c2cc(F)ccc2F)c1, [K+], [K+]. Yields the product COc1cccc(S(=O)(=O)N2c3ccc(F)cc3-c3ccccc3C2C)c1. As a reaction SMILES: [C:29](=[O:30])([O-:31])[O-:32].[CH3:35][N:36]([CH3:37])[CH:38]=[O:39].[F:1][c:2]1[c:3](-[c:9]2[c:10]([CH:15]([CH3:16])[NH:17][S:18](=[O:19])(=[O:20])[c:21]3[cH:22][c:23]([O:27][CH3:28])[cH:24][cH:25][cH:26]3)[cH:11][cH:12][cH:13][cH:14]2)[cH:4][c:5]([F:8])[cH:6][cH:7]1.[K+:33].[K+:34]>>[c:2]12[c:3]([cH:4][c:5]([F:8])[cH:6][cH:7]1)-[c:9]1[c:10]([cH:11][cH:12][cH:13][cH:14]1)[CH:15]([CH3:16])[N:17]2[S:18](=[O:19])(=[O:20])[c:21]1[cH:22][c:23]([O:27][CH3:28])[cH:24][cH:25][cH:26]1.